Dataset: the Open Reaction Database (ORD), a public repository of structured organic reaction records. Task: describe an organic reaction: reactants, conditions, products, and yield The reactants are [C@@H]1(C=C[C@@H](CO)O1)N1C=NC=2C(N)=NC=NC12 (2',3'-Didehydro-2',3'-dideoxyadenosine). Reagents/catalysts: [Pd] (Pd/C). Run in CO (methanol). The product is [C@@H]1(CC[C@@H](CO)O1)N1C=NC=2C(N)=NC=NC12 (2',3'-Dideoxyadenosine). Yield: 44.5%. RXN SMILES: [C@@H:1]1([N:8]2[C:17]3[N:16]=[CH:15][N:14]=[C:12]([NH2:13])[C:11]=3[N:10]=[CH:9]2)[O:7][C@H:4]([CH2:5][OH:6])[CH:3]=[CH:2]1>CO.[Pd]>[C@@H:1]1([N:8]2[C:17]3[N:16]=[CH:15][N:14]=[C:12]([NH2:13])[C:11]=3[N:10]=[CH:9]2)[O:7][C@H:4]([CH2:5][OH:6])[CH2:3][CH2:2]1. Procedure details: A solution of 7 (1.27 g) in methanol (325 ml) was hydrogenated at 15 psi in the presence of 10% Pd/C (0.65 g). The reaction mixture was filtered through celite and the filtrate was evaporated. Crystallization of the crude product from methanol gave 0.57 g of 10: mp 186°-188° C. (Lit. mp 185°-187° C.)